This data is from the Open Reaction Database (ORD), a public repository of structured organic reaction records. The task is: describe an organic reaction: reactants, conditions, products, and yield The reactants are C(C1=CC=CC=C1)N (benzylamine), [N+](=O)([O-])C1=CC2=C(CCC=CC2=O)C=C1 (8,9-dihydro-3-nitro-5H-benzocyclohepten-5-one). Solvent: C1=CC=CC=C1 (benzene), C(C)O (ethanol). Reaction conditions: time 30 minute. The product is C(C1=CC=CC=C1)NC1CC(C2=C(CC1)C=CC(=C2)[N+](=O)[O-])=O (7-benzylamino-3-nitro-6,7,8,9-tetrahydro-5H-benzocyclohepten-5-one). Yield: 107.3%. RXN SMILES: [CH2:1]([NH2:8])[C:2]1[CH:7]=[CH:6][CH:5]=[CH:4][CH:3]=1.[N+:9]([C:12]1[CH:23]=[CH:22][C:15]2[CH2:16][CH2:17][CH:18]=[CH:19][C:20](=[O:21])[C:14]=2[CH:13]=1)([O-:11])=[O:10]>C1C=CC=CC=1.C(O)C>[CH2:1]([NH:8][CH:18]1[CH2:17][CH2:16][C:15]2[CH:22]=[CH:23][C:12]([N+:9]([O-:11])=[O:10])=[CH:13][C:14]=2[C:20](=[O:21])[CH2:19]1)[C:2]1[CH:7]=[CH:6][CH:5]=[CH:4][CH:3]=1. Reported procedure: A solution of benzylamine (8.18 g) in benzene (100 ml) was added dropwise to a suspension of 8,9-dihydro-3-nitro-5H-benzocyclohepten-5-one (15.51 g) in ethanol (155 ml) at ambient temperature over 20 minutes. The resulting mixture was stirred at the same temperature for 3 hours 30 minutes, allowed to stand at the same temperature overnight, and filtered. The filtrate was evaporated in vacuo to afford 7-benzylamino-3-nitro-6,7,8,9-tetrahydro-5H-benzocyclohepten-5-one (25.41 g) as a dark brown oil...